This data is from the Open Reaction Database (ORD), a public repository of structured organic reaction records. The task is: describe an organic reaction: reactants, conditions, products, and yield The product is FC=1C=CC2=C(C3=C4C(N(C(=C4CO2)C2=CCN(CC2)C(=O)OC(C)(C)C)COCC[Si](C)(C)C)=NC=C3)C1 (tert-butyl 4-(7-fluoro-1-((2-(trimethylsilyl)ethoxy)methyl)-1,3-dihydro-4-oxa-1,11-diazadibenzo[cd,f]azulen-2-yl)-5,6-dihydropyridine-1(2H)-carboxylate). The reagents and catalysts are C=1C=CC(=CC1)[P](C=2C=CC=CC2)(C=3C=CC=CC3)[Pd]([P](C=4C=CC=CC4)(C=5C=CC=CC5)C=6C=CC=CC6)([P](C=7C=CC=CC7)(C=8C=CC=CC8)C=9C=CC=CC9)[P](C=1C=CC=CC1)(C=1C=CC=CC1)C=1C=CC=CC1 (tetrakis(triphenylphosphine)palladium(0)). Starting materials: FC=1C=CC2=C(C3=C4C(N(C(=C4CO2)I)COCC[Si](C)(C)C)=NC=C3)C1 (7-fluoro-2-iodo-1-((2-(trimethylsilyl)ethoxy)methyl)-1,3-dihydro-4-oxa-1,11-diazadibenzo[cd,f]azulene), CC1(OB(OC1(C)C)C1=CCN(CC1)C(=O)OC(C)(C)C)C (tert-butyl 4-(4,4,5,5-tetramethyl-1,3,2-dioxaborolan-2-yl)-5,6-dihydropyridine-1(2H)-carboxylate), C([O-])(O)=O.[Na+] (sodium bicarbonate). Procedure details: A mixture of Example 14H (200 mg, 0.403 mmol), tert-butyl 4-(4,4,5,5-tetramethyl-1,3,2-dioxaborolan-2-yl)-5,6-dihydropyridine-1(2H)-carboxylate (137 mg, 0.443 mmol), tetrakis(triphenylphosphine)palladium(0) (23.28 mg, 0.020 mmol), and sodium bicarbonate solution (1.5 mL, 0.403 mmol) in N,N-dimethylformamide (6 mL) was degassed and heated at 80° C. for 5 hours. After cooling, the mixture was filtered, treated with water and brine and extracted with ethyl acetate (twice). The combined organic laye... Reaction conditions: temperature 80 celsius. Solvent: CN(C=O)C (N,N-dimethylformamide). Reaction SMILES: [F:1][C:2]1[CH:3]=[CH:4][C:5]2[O:14][CH2:13][C:12]3[C:8]4[C:9](=[N:24][CH:25]=[CH:26][C:7]=4[C:6]=2[CH:27]=1)[N:10]([CH2:16][O:17][CH2:18][CH2:19][Si:20]([CH3:23])([CH3:22])[CH3:21])[C:11]=3I.CC1(C)C(C)(C)OB([C:36]2[CH2:41][CH2:40][N:39]([C:42]([O:44][C:45]([CH3:48])([CH3:47])[CH3:46])=[O:43])[CH2:38][CH:37]=2)O1.C(=O)(O)[O-].[Na+]>CN(C)C=O.C1C=CC([P]([Pd]([P](C2C=CC=CC=2)(C2C=CC=CC=2)C2C=CC=CC=2)([P](C2C=CC=CC=2)(C2C=CC=CC=2)C2C=CC=CC=2)[P](C2C=CC=CC=2)(C2C=CC=CC=2)C2C=CC=CC=2)(C2C=CC=CC=2)C2C=CC=CC=2)=CC=1>[F:1][C:2]1[CH:3]=[CH:4][C:5]2[O:14][CH2:13][C:12]3[C:8]4[C:9](=[N:24][CH:25]=[CH:26][C:7]=4[C:6]=2[CH:27]=1)[N:10]([CH2:16][O:17][CH2:18][CH2:19][Si:20]([CH3:23])([CH3:22])[CH3:21])[C:11]=3[C:36]1[CH2:41][CH2:40][N:39]([C:42]([O:44][C:45]([CH3:48])([CH3:47])[CH3:46])=[O:43])[CH2:38][CH:37]=1 |f:2.3,^1:63,65,84,103|. The reactants are CC=1C=C(C=CC1C)C=1C(=CC=CC1)C(=O)O (3′,4′-dimethyl-biphenyl-2-carboxylic acid), BrC=1C=NC(=NC1)N[C@H]1CNCCC1 ((R)-(5-bromo-pyrimidin-2-yl)-piperidine-3-yl-amine). Product: BrC=1C=NC(=NC1)N[C@H]1CN(CCC1)C(=O)C1=C(C=CC=C1)C1=CC(=C(C=C1)C)C ((R)-[3-(5-Bromo-pyrimidin-2-ylamino)-piperidin-1-yl]-(3′,4′-dimethyl-biphenyl-2-yl)-methanone). Reaction SMILES: [CH3:1][C:2]1[CH:3]=[C:4]([C:9]2[C:10]([C:15]([OH:17])=O)=[CH:11][CH:12]=[CH:13][CH:14]=2)[CH:5]=[CH:6][C:7]=1[CH3:8].[Br:18][C:19]1[CH:20]=[N:21][C:22]([NH:25][C@@H:26]2[CH2:31][CH2:30][CH2:29][NH:28][CH2:27]2)=[N:23][CH:24]=1>>[Br:18][C:19]1[CH:20]=[N:21][C:22]([NH:25][C@@H:26]2[CH2:31][CH2:30][CH2:29][N:28]([C:15]([C:10]3[CH:11]=[CH:12][CH:13]=[CH:14][C:9]=3[C:4]3[CH:5]=[CH:6][C:7]([CH3:8])=[C:2]([CH3:1])[CH:3]=3)=[O:17])[CH2:27]2)=[N:23][CH:24]=1. Procedure details: prepared by reaction of 3′,4′-dimethyl-biphenyl-2-carboxylic acid with (R)-(5-bromo-pyrimidin-2-yl)-piperidine-3-yl-amine.